This data is from the Open Reaction Database (ORD), a public repository of structured organic reaction records. The task is: describe an organic reaction: reactants, conditions, products, and yield Run in C(C)O (ethanol). Conditions: time 1 hour. Reaction SMILES: C(=O)([O-])[O-].[K+].[K+].C[Si](C)(C)[C:9]#[C:10]/[CH:11]=[CH:12]/[C:13]([O:15][CH2:16][CH3:17])=[O:14]>C(O)C>[C:13]([O:15][CH2:16][CH3:17])(=[O:14])/[CH:12]=[CH:11]/[C:10]#[CH:9] |f:0.1.2|. Reactants: C([O-])([O-])=O.[K+].[K+] (Potassium carbonate), C[Si](C#C/C=C/C(=O)OCC)(C)C (ethyl 5-trimethylsilyl-(E)-2-penten-4-ynoate). Procedure details: Potassium carbonate (563 mg, 4.07 mmol) was added to a solution of ethyl 5-trimethylsilyl-(E)-2-penten-4-ynoate(800 mg, 4.07 mmol) in ethanol (10 ml), and the mixture was stirred at room temperature for 1 h. The reaction was quenched by the addition of 2N hydrochloric acid, and the mixture was extracted with ethyl acetate. The organic layer was washed with water and brine, dried over sodium sulfate and concentrated. The residue was purified by silica gel flash column chromatography to give ethyl... The yield is 79.0%. The product is C(\C=C\C#C)(=O)OCC (ethyl (E)-2-penten-4-ynoate). The reactants are C(#N)C1(C2C=CC(C1)CC2)CCC#N (2-cyano-bicyclo[2.2.2]oct-5-ene-2-propionitrile). Reagents/catalysts: [Pd] (palladium charcoal). The solvent is CO (methanol). Product: C(#N)C1(C2CCC(C1)CC2)CCC#N (2-cyano-bicyclo[2.2.2]octane-2-propionitrile). Reaction SMILES: [C:1]([C:3]1([CH2:11][CH2:12][C:13]#[N:14])[CH2:8][CH:7]2[CH2:9][CH2:10][CH:4]1[CH:5]=[CH:6]2)#[N:2]>CO.[Pd]>[C:1]([C:3]1([CH2:11][CH2:12][C:13]#[N:14])[CH2:8][CH:7]2[CH2:9][CH2:10][CH:4]1[CH2:5][CH2:6]2)#[N:2]. Reported procedure: An amount of 128.7 g (0.69 mole) of 2-cyano-bicyclo[2.2.2]oct-5-ene-2-propionitrile is dissolved in 1.3 liters of the purest methanol; an addition is then made of 3 g of palladium charcoal (5% Pd) and hydrogenation performed at 15°-25° under normal pressure to effect a hydrogen absorption of 90% of theory. After removal by filtration of the catalyst, the solvent is evaporated off and the residue fractionated to obtain 2-cyano-bicyclo[2.2.2]octane-2-propionitrile, B.P. 114°-116°/0.01 Torr. The reactants are CCOC(=O)C(=O)OCC, [Li]CCCC, CCCCCC, Cl, c1csc(C2OCCO2)n1, C1CCOC1. The product is CCOC(=O)C(=O)c1cnc(C2OCCO2)s1. Reaction SMILES: [C:22]([C:23](=[O:24])[O:25][CH2:26][CH3:27])(=[O:28])[O:29][CH2:30][CH3:31].[CH2:17]([Li:18])[CH2:19][CH2:20][CH3:21].[CH3:11][CH2:12][CH2:13][CH2:14][CH2:15][CH3:16].[ClH:32].[O:1]1[CH:2]([c:6]2[s:7][cH:8][cH:9][n:10]2)[O:3][CH2:4][CH2:5]1.[O:33]1[CH2:34][CH2:35][CH2:36][CH2:37]1>>[O:1]1[CH:2]([c:6]2[s:7][c:8]([C:22]([C:23](=[O:24])[O:25][CH2:26][CH3:27])=[O:28])[cH:9][n:10]2)[O:3][CH2:4][CH2:5]1. Reactants: CC(C)(C)OC(=O)N1CCC2CN(c3c(Br)cnc4[nH]cc(NC(=O)c5cccnc5)c34)CC21, ClCCl, Cl, O=C(O)C(F)(F)F. Yields the product O=C(Nc1c[nH]c2ncc(Br)c(N3CC4CCNC4C3)c12)c1cccnc1, Cl. As a reaction SMILES: [Br:1][c:2]1[c:3]([N:20]2[CH2:21][CH:22]3[N:23]([C:28]([O:29][C:30]([CH3:31])([CH3:32])[CH3:33])=[O:34])[CH2:24][CH2:25][CH:26]3[CH2:27]2)[c:4]2[c:5]([n:6][cH:7]1)[nH:8][cH:9][c:10]2[NH:11][C:12]([c:13]1[cH:14][n:15][cH:16][cH:17][cH:18]1)=[O:19].[Cl:43][CH2:44][Cl:45].[ClH:42].[F:35][C:36]([F:37])([F:38])[C:39]([OH:40])=[O:41]>>[Br:1][c:2]1[c:3]([N:20]2[CH2:21][CH:22]3[NH:23][CH2:24][CH2:25][CH:26]3[CH2:27]2)[c:4]2[c:5]([n:6][cH:7]1)[nH:8][cH:9][c:10]2[NH:11][C:12]([c:13]1[cH:14][n:15][cH:16][cH:17][cH:18]1)=[O:19].[ClH:42]. Starting materials: CN(CCN(C)C)C (N,N,N′,N′-tetramethylethylenediamine), C(C)(C)(C)OC(=O)NC1=CC=CC2=CC=C(C=C12)O[Si](C(C)C)(C(C)C)C(C)C (1-(tert-butoxycarbonylamino)-7-(triisopropylsilyloxy) naphthalene), C[Si](C)(C)Cl (trimethylsilyl chloride), C(C)(CC)[Li] (sec-Butyllithium), C(C)(CC)[Li] (sec-butyllithium). Solvent: C1CCOC1 (THF). Reaction conditions: temperature -78 celsius, time 5 minute. Yields the product C(C)(C)(C)OC(=O)NC1=C(C=CC2=CC=C(C=C12)O[Si](C(C)C)(C(C)C)C(C)C)[Si](C)(C)C (1-(tert-Butoxycarbonylamino)-7-(triisopropylsilyloxy)-2-(trimethylsilyl)naphthalene). As a reaction SMILES: [C:1]([O:5][C:6]([NH:8][C:9]1[C:18]2[C:13](=[CH:14][CH:15]=[C:16]([O:19][Si:20]([CH:27]([CH3:29])[CH3:28])([CH:24]([CH3:26])[CH3:25])[CH:21]([CH3:23])[CH3:22])[CH:17]=2)[CH:12]=[CH:11][CH:10]=1)=[O:7])([CH3:4])([CH3:3])[CH3:2].CN(C)CCN(C)C.C([Li])(CC)C.[CH3:43][Si:44](Cl)([CH3:46])[CH3:45]>C1COCC1>[C:1]([O:5][C:6]([NH:8][C:9]1[C:18]2[C:13](=[CH:14][CH:15]=[C:16]([O:19][Si:20]([CH:21]([CH3:22])[CH3:23])([CH:24]([CH3:26])[CH3:25])[CH:27]([CH3:29])[CH3:28])[CH:17]=2)[CH:12]=[CH:11][C:10]=1[Si:44]([CH3:46])([CH3:45])[CH3:43])=[O:7])([CH3:3])([CH3:4])[CH3:2]. Procedure: To a solution of 1-(tert-butoxycarbonylamino)-7-(triisopropylsilyloxy) naphthalene, as described above in Step A, (12.47 g, 30.0 mmol) and N,N,N′,N′-tetramethylethylenediamine (10.0 mL, 66.0 mmol) in THF (300 mL) at −78° C. was added sec-butyllithium (1.3 M in cyclohexane, 24.2 mL, 31.5 mmol) dropwise. The reaction mixture was stirred at −78° C. for 5 min, then trimethylsilyl chloride (4.2 mL, 33.0 mmol) was added dropwise and stirring was continued for 30 min. sec-Butyllithium (1.3 M in cyclohe... Starting materials: CCn1c(C)c(C(=O)c2ncccc2C(=O)O)c2ccccc21, COc1ccc(-c2cn3ccsc3n2)cc1, CC(=O)OC(C)=O, [NH4+], [OH-], O. Yields the product CCn1c(C)c(C2(c3c(-c4ccc(OC)cc4)nc4sccn34)OC(=O)c3cccnc32)c2ccccc21. RXN SMILES: [CH2:17]([CH3:18])[n:19]1[c:20]([CH3:39])[c:21]([C:28](=[O:29])[c:30]2[n:31][cH:32][cH:33][cH:34][c:35]2[C:36](=[O:37])[OH:38])[c:22]2[cH:23][cH:24][cH:25][cH:26][c:27]12.[CH3:1][O:2][c:3]1[cH:4][cH:5][c:6](-[c:9]2[n:10][c:11]3[s:12][cH:13][cH:14][n:15]3[cH:16]2)[cH:7][cH:8]1.[CH3:40][C:41]([O:42][C:43](=[O:44])[CH3:45])=[O:46].[NH4+:47].[OH-:48].[OH2:49]>>[CH3:1][O:2][c:3]1[cH:4][cH:5][c:6](-[c:9]2[n:10][c:11]3[s:12][cH:13][cH:14][n:15]3[c:16]2[C:28]2([c:21]3[c:20]([CH3:39])[n:19]([CH2:17][CH3:18])[c:27]4[c:22]3[cH:23][cH:24][cH:25][cH:26]4)[c:30]3[n:31][cH:32][cH:33][cH:34][c:35]3[C:36](=[O:37])[O:38]2)[cH:7][cH:8]1. Procedure: Water (0.56 mL), ammonium chloride (18 mg), and iron powder (94 mg) were added to an ethanol (2.1 mL) suspension of methyl 4-(furan-2-yl)-2-nitrobenzoate (0.14 g), followed by heating to reflux for 2 hours and 30 minutes. The reaction mixture was cooled to room temperature, and then ammonium chloride (18 mg), iron powder (31 mg), and water (0.28 mL) were added thereto, followed by heating to reflux for 1 hour. The reaction mixture was cooled to room temperature, and then the solvent was evaporat... Reagents/catalysts: [Fe] (iron), [Fe] (iron). Run in O (water), O (Water). RXN SMILES: [Cl-].[NH4+].C(O)C.[O:6]1[CH:10]=[CH:9][CH:8]=[C:7]1[C:11]1[CH:20]=[CH:19][C:14]([C:15]([O:17][CH3:18])=[O:16])=[C:13]([N+:21]([O-])=O)[CH:12]=1>[Fe].O>[NH2:21][C:13]1[CH:12]=[C:11]([C:7]2[O:6][CH:10]=[CH:9][CH:8]=2)[CH:20]=[CH:19][C:14]=1[C:15]([O:17][CH3:18])=[O:16] |f:0.1|. Yields the product NC1=C(C(=O)OC)C=CC(=C1)C=1OC=CC1 (methyl 2-amino-4-(furan-2-yl)benzoate). Starting materials: [Cl-].[NH4+] (ammonium chloride), [Cl-].[NH4+] (ammonium chloride), C(C)O (ethanol), O1C(=CC=C1)C1=CC(=C(C(=O)OC)C=C1)[N+](=O)[O-] (methyl 4-(furan-2-yl)-2-nitrobenzoate). Yield: 63.4%.